This data is from the Open Reaction Database (ORD), a public repository of structured organic reaction records. The task is: describe an organic reaction: reactants, conditions, products, and yield The reactants are ClC1=NC(=NC(=C1)C1=CN(C2=NC=CC=C21)S(=O)(=O)C2=CC=CC=C2)NC2CC(CCC2)N (N1-(4-chloro-6-(1-(phenylsulfonyl)-1H-pyrrolo[2,3-b]pyridin-3-yl)pyrimidin-2-yl)cyclohexane-1,3-diamine), C1(CCC1)=O (cyclobutanone), [BH3-]C#N.[Na+] (NaCNBH3). The reagents and catalysts are [Cl-].[Zn+2].[Cl-] (zinc chloride). Run in CO (MeOH), O (water). Conditions: time 8 hour. Yields the product C(C)(=O)[O-].[NH4+] (ammonium acetate), ClC1=NC(=NC(=C1)C1=CNC2=NC=CC=C21)NC2CC(CCC2)NC2CCC2 (N-[4-chloro-6-(1H-pyrrolo[2,3-b]pyridin-3-yl)pyrimidin-2-yl]-N′-cyclobutylcyclohexane-1,3-diamine). Isolated yield 31.9%. Reaction SMILES: [Cl:1][C:2]1[CH:7]=[C:6]([C:8]2[C:16]3[C:11](=[N:12][CH:13]=[CH:14][CH:15]=3)[N:10](S(C3C=CC=CC=3)(=O)=[O:18])[CH:9]=2)[N:5]=[C:4]([NH:26][CH:27]2[CH2:32][CH2:31][CH2:30][CH:29]([NH2:33])[CH2:28]2)[N:3]=1.[C:34]1(=[O:38])[CH2:37][CH2:36][CH2:35]1.[BH3-]C#N.[Na+]>CO.O.[Cl-].[Zn+2].[Cl-]>[C:34]([O-:38])(=[O:18])[CH3:37].[NH4+:3].[Cl:1][C:2]1[CH:7]=[C:6]([C:8]2[C:16]3[C:11](=[N:12][CH:13]=[CH:14][CH:15]=3)[NH:10][CH:9]=2)[N:5]=[C:4]([NH:26][CH:27]2[CH2:32][CH2:31][CH2:30][CH:29]([NH:33][CH:34]3[CH2:37][CH2:36][CH2:35]3)[CH2:28]2)[N:3]=1 |f:2.3,6.7.8,9.10|. Procedure: To a solution of Example 270a (350 mg, crude, ˜0.414 mmol) in MeOH (5 mL) was added cyclobutanone (29.0 mg, 0.414 mmol) and the solution was stirred at room temperature for 10 minutes before NaCNBH3 (52.0 mg, 0.828 mmol) and zinc chloride (0.6 mg, 0.004 mmol) were added. The reaction mixture was stirred at room temperature overnight and concentrated in vacuo. To the residue was added dioxone (5 mL) and NaOH (20%, 1 mL) and stirred at 90° C. for 1 hour. The reaction mixture was concentrated and p... Starting materials: C(C(C)C)C=1NC(C2=C(N1)SN=C2C)=O (6-isobutyl-3-methyl-5H-isothiazolo[5,4-d]pyrimidin-4-one), C(=O)([O-])[O-].[K+].[K+] (K2CO3), C(C1=CC=CC=C1)Br (benzyl bromide). Solvent: CN(C)C=O (DMF). Reaction conditions: time 8 hour. The product is C(C1=CC=CC=C1)N1C(=NC2=C(C1=O)C(=NS2)C)CC(C)C (5-Benzyl-6-isobutyl-3-methyl-5H-isothiazolo[5,4-d]pyrimidin-4-one), solid. Yield: 70.0%. RXN SMILES: [CH2:1]([C:5]1[NH:6][C:7](=[O:15])[C:8]2[C:13]([CH3:14])=[N:12][S:11][C:9]=2[N:10]=1)[CH:2]([CH3:4])[CH3:3].C([O-])([O-])=O.[K+].[K+].[CH2:22](Br)[C:23]1[CH:28]=[CH:27][CH:26]=[CH:25][CH:24]=1>CN(C=O)C>[CH2:22]([N:6]1[C:7](=[O:15])[C:8]2[C:13]([CH3:14])=[N:12][S:11][C:9]=2[N:10]=[C:5]1[CH2:1][CH:2]([CH3:4])[CH3:3])[C:23]1[CH:28]=[CH:27][CH:26]=[CH:25][CH:24]=1 |f:1.2.3|. Procedure: To a solution of 6-isobutyl-3-methyl-5H-isothiazolo[5,4-d]pyrimidin-4-one (method 26) (1.31 g, 5.8 mmol) in 20 mL of anhydrous DMF was added 1.38 g (10 mmol) of anhydrous K2CO3 followed by benzyl bromide (1.18 g, 6.9 mmol) and the mixture was stirred at room temperature overnight. The TLC of the reaction mixture showed the complete disappearance of the SM. The reaction mixture was poured into ice-cold water and extracted with EtOAc (3×100 mL). The combined extracts were washed with water (100 mL... Starting materials: CCOc1ccc(B(O)O)cn1, CO, Cc1cc2nc(NC(=O)c3ccc(C(C)(C)O)cc3)cc(Cl)n2n1, [Na+], O=C([O-])O. Product: CCOc1ccc(-c2cc(NC(=O)c3ccc(C(C)(C)O)cc3)nc3cc(C)nn23)cn1. RXN SMILES: [CH2:25]([CH3:26])[O:27][c:28]1[cH:29][cH:30][c:31]([B:34]([OH:35])[OH:36])[cH:32][n:33]1.[CH3:42][OH:43].[Cl:1][c:2]1[cH:3][c:4]([NH:12][C:13]([c:14]2[cH:15][cH:16][c:17]([C:20]([CH3:21])([CH3:22])[OH:23])[cH:18][cH:19]2)=[O:24])[n:5][c:6]2[n:7]1[n:8][c:9]([CH3:11])[cH:10]2.[Na+:41].[O-:37][C:38]([OH:39])=[O:40]>>[c:2]1(-[c:31]2[cH:30][cH:29][c:28]([O:27][CH2:25][CH3:26])[n:33][cH:32]2)[cH:3][c:4]([NH:12][C:13]([c:14]2[cH:15][cH:16][c:17]([C:20]([CH3:21])([CH3:22])[OH:23])[cH:18][cH:19]2)=[O:24])[n:5][c:6]2[n:7]1[n:8][c:9]([CH3:11])[cH:10]2. The reactants are C(C)(=O)OCCOC=1C(=C(C=C(C1)OC)[C@H](C=1N=C(N(N1)C1=NC=CC=N1)OCOC(C(COC)(C)C)=O)NC1=CC=C(C=C1)C(=NC(=O)OCC(=C)C)N)F (3-methoxy-2,2-dimethylpropionic acid 5-[(R)-[3-(2-acetoxyethoxy)-2-fluoro-5-methoxyphenyl]-(4-{amino[2-meth ylallyloxycarbonylimino]methyl}phenylamino)methyl]-2-pyrimidin-2-yl-2H-[1,2,4]triazol-3-yloxymethyl ester), C(C)S(=O)(=O)O (ethanesulfonic acid). Run in C(C)(=O)OCC (ethyl acetate), C(C)(=O)OCC (ethyl acetate). Conditions: time 1 hour. The product is C(C)S(=O)(=O)O.C(C)(=O)OCCOC=1C(=C(C=C(C1)OC)[C@H](C=1N=C(N(N1)C1=NC=CC=N1)OCOC(C(COC)(C)C)=O)NC1=CC=C(C=C1)C(=NC(=O)OCC(=C)C)N)F (3-methoxy-2,2-dimethylpropionic acid 5-[(R)-[3-(2-acetoxyethoxy)-2-fluoro-5-methoxyphenyl]-(4-{amino[2-methylallyloxycarbonylimino]methyl}phenylamino)methyl]-2-pyrimidin-2-yl-2H-[1,2,4]-triazol-3-yloxymethyl ester ethanesulfonate). Isolated yield 90.2%. RXN SMILES: [C:1]([O:4][CH2:5][CH2:6][O:7][C:8]1[C:9]([F:56])=[C:10]([C@@H:16]([NH:39][C:40]2[CH:45]=[CH:44][C:43]([C:46]([NH2:55])=[N:47][C:48]([O:50][CH2:51][C:52]([CH3:54])=[CH2:53])=[O:49])=[CH:42][CH:41]=2)[C:17]2[N:18]=[C:19]([O:28][CH2:29][O:30][C:31](=[O:38])[C:32]([CH3:37])([CH3:36])[CH2:33][O:34][CH3:35])[N:20]([C:22]3[N:27]=[CH:26][CH:25]=[CH:24][N:23]=3)[N:21]=2)[CH:11]=[C:12]([O:14][CH3:15])[CH:13]=1)(=[O:3])[CH3:2].[CH2:57]([S:59]([OH:62])(=[O:61])=[O:60])[CH3:58]>C(OCC)(=O)C>[CH2:57]([S:59]([OH:62])(=[O:61])=[O:60])[CH3:58].[C:1]([O:4][CH2:5][CH2:6][O:7][C:8]1[C:9]([F:56])=[C:10]([C@@H:16]([NH:39][C:40]2[CH:41]=[CH:42][C:43]([C:46]([NH2:55])=[N:47][C:48]([O:50][CH2:51][C:52]([CH3:54])=[CH2:53])=[O:49])=[CH:44][CH:45]=2)[C:17]2[N:18]=[C:19]([O:28][CH2:29][O:30][C:31](=[O:38])[C:32]([CH3:37])([CH3:36])[CH2:33][O:34][CH3:35])[N:20]([C:22]3[N:27]=[CH:26][CH:25]=[CH:24][N:23]=3)[N:21]=2)[CH:11]=[C:12]([O:14][CH3:15])[CH:13]=1)(=[O:3])[CH3:2] |f:3.4|. Procedure: At room temperature, 3-methoxy-2,2-dimethylpropionic acid 5-[(R)-[3-(2-acetoxyethoxy)-2-fluoro-5-methoxyphenyl]-(4-{amino[2-meth ylallyloxycarbonylimino]methyl}phenylamino)methyl]-2-pyrimidin-2-yl-2H-[1,2,4]triazol-3-yloxymethyl ester (Example 6f, 100 mg) was dissolved in ethyl acetate (10 mL), and a solution of ethanesulfonic acid (14.2 mg) in ethyl acetate (1 mL) was added dropwise thereto. The resulting mixture was stirred at room temperature for 1 hour, and the precipitated solid was filtere... The reactants are C(=O)([O-])[O-].[K+].[K+] (K2CO3), [I-].C(C)OC(=O)[NH+]1CC=2CN(C=CC2C1)C (2-ethoxycarbonyl-5-methyl-2,3-dihydro-1H-pyrrolo[3,4-c]pyridinium iodide), O (water), [BH4-].[Na+] (sodium borohydride). The solvent is CO (methanol). Conditions: temperature 0 celsius, time 2 hour. The product is CN1CC2=C(CC1)CN(C2)C(=O)OCC (Ethyl 5-methyl-2,3,4,5,6,7-hexahydro-1H-pyrrolo-[3,4-c]pyridine-2-carboxylate). RXN SMILES: [I-].[CH2:2]([O:4][C:5]([NH+:7]1[CH2:15][C:14]2[CH:13]=[CH:12][N:11]([CH3:16])[CH2:10][C:9]=2[CH2:8]1)=[O:6])[CH3:3].[BH4-].[Na+].O.C([O-])([O-])=O.[K+].[K+]>CO>[CH3:16][N:11]1[CH2:12][CH2:13][C:14]2[CH2:15][N:7]([C:5]([O:4][CH2:2][CH3:3])=[O:6])[CH2:8][C:9]=2[CH2:10]1 |f:0.1,2.3,5.6.7|. Procedure details: 15.3 g (45.8 mmol) of 2-ethoxycarbonyl-5-methyl-2,3-dihydro-1H-pyrrolo[3,4-c]pyridinium iodide are dissolved in 100 ml of absolute methanol, the solution is cooled to 0° C., and 7 g (0.1 mol) of sodium borohydride are added in 0.5 g portions. The mixture is subsequently stirred for 2 hours at room temperature, 100 ml of water are added, and the mixture is treated with K2CO3 and extracted with CHCl3. The organic solutions are dried over K2CO3 and concentrated, and the residue is distilled. Reactants: CCOCC, ClCCl, CCOC(=O)c1c(F)cc(NC(=O)c2cc3c(cc2O)C(C)(C)CCC3(C)C)cc1F, O=S(=O)(Cl)Cl. Yields the product CCOC(=O)c1c(F)cc(NC(=O)c2cc3c(c(Cl)c2O)C(C)(C)CCC3(C)C)cc1F. RXN SMILES: [CH2:37]([O:38][CH2:39][CH3:40])[CH3:41].[Cl:42][CH2:43][Cl:44].[F:1][c:2]1[c:3]([C:4](=[O:5])[O:6][CH2:7][CH3:8])[c:9]([F:31])[cH:10][c:11]([NH:13][C:14](=[O:15])[c:16]2[cH:17][c:18]3[c:23]([cH:24][c:25]2[OH:26])[C:22]([CH3:27])([CH3:28])[CH2:21][CH2:20][C:19]3([CH3:29])[CH3:30])[cH:12]1.[S:32]([Cl:33])(=[O:34])([Cl:35])=[O:36]>>[F:1][c:2]1[c:3]([C:4](=[O:5])[O:6][CH2:7][CH3:8])[c:9]([F:31])[cH:10][c:11]([NH:13][C:14](=[O:15])[c:16]2[cH:17][c:18]3[c:23]([c:24]([Cl:35])[c:25]2[OH:26])[C:22]([CH3:27])([CH3:28])[CH2:21][CH2:20][C:19]3([CH3:29])[CH3:30])[cH:12]1. Reactants: P(=O)([O-])([O-])[O-] (phosphate), [Na+].[Cl-] (NaCl), C(CN(CC(=O)O)CC(=O)O)N(CC(=O)O)CC(=O)O (EDTA), Cl.NOCC(=O)ON1C(CCC1=O)=O.CN(C)C=O (SAAH DMF), 30K. The solvent is CN(C)C=O (DMF). Conditions: time 4 hour. Yields the product Cl.NOCC(=O)ON1C(CCC1=O)=O (succinimidyl aminooxyacetate hydrochloride). RXN SMILES: P([O-])([O-])([O-])=O.[Na+].[Cl-:7].C(N(CC(O)=O)CC(O)=O)CN(CC(O)=O)CC(O)=O.Cl.[NH2:29][O:30][CH2:31][C:32]([O:34][N:35]1[C:39](=[O:40])[CH2:38][CH2:37][C:36]1=[O:41])=[O:33].CN(C=O)C>CN(C=O)C>[ClH:7].[NH2:29][O:30][CH2:31][C:32]([O:34][N:35]1[C:39](=[O:40])[CH2:38][CH2:37][C:36]1=[O:41])=[O:33] |f:1.2,4.5.6,8.9|. Procedure details: A 5 mg/mL solution of ovalbumin in PBS (100 mM phosphate, 150 mM NaCl, pH 7.4) and 2 mM EDTA (200 μL; 1 mg protein) is prepared. A solution of succinimidyl aminooxyacetate hydrochloride (SAAH)(2 mg) in DMF (50 μL) is prepared. To the protein solution is added the SAAH/DMF solution (15 eq.). The reaction mixture is incubated at room temperature for 4 hours. The modified protein is isolated and buffer exchanged by placing the reaction mixture in a 30K ultra-free centrifugation device and washing t... Reactants: COC(C1=CC(=C(C=C1)OC)NC1=CC(=CC(=C1)Cl)Cl)=O (3-(3,5-dichlorophenylamino)-4-methoxybenzoic acid methyl ester), Br (HBr), [OH-].[NH4+] (ammonium hydroxide). Solvent: C(C)(=O)O (acetic acid). Conditions: time 6 day. The product is ClC=1C=C(C=C(C1)Cl)NC=1C=C(C(=O)O)C=CC1O (3-(3,5-Dichlorophenylamino)-4-hydroxybenzoic acid). Yield: 90.3%. As a reaction SMILES: C[O:2][C:3](=[O:21])[C:4]1[CH:9]=[CH:8][C:7]([O:10]C)=[C:6]([NH:12][C:13]2[CH:18]=[C:17]([Cl:19])[CH:16]=[C:15]([Cl:20])[CH:14]=2)[CH:5]=1.Br.[OH-].[NH4+]>C(O)(=O)C>[Cl:19][C:17]1[CH:18]=[C:13]([NH:12][C:6]2[CH:5]=[C:4]([CH:9]=[CH:8][C:7]=2[OH:10])[C:3]([OH:21])=[O:2])[CH:14]=[C:15]([Cl:20])[CH:16]=1 |f:2.3|. Reported procedure: A solution of 3-(3,5-dichlorophenylamino)-4-methoxybenzoic acid methyl ester (4.48 g, 13.74 mmol), 100 mL of concentrated HBr, and 60 mL of acetic acid was heated to reflux. After 6 days, the reaction was cooled to room temperature and concentrated aqueous ammonium hydroxide was added in portions until the pH=4. The mixture was extracted with ethyl acetate three times, and the combined extracts were washed with brine (2×) and H2O (2×) then dried over MgSO4 and stripped of solvent in vacuo. The r... The reactants are N1(C=NC=C1)CCCN (1H-imidazole-1-propanamine), O1CCCC1 (tetrahydrofuran), ClC1=CC=C(C=C1)N=C=O (p-chlorophenyl isocyanate). Solvent: C1(=CC=CC=C1)C (toluene), C1(=CC=CC=C1)C (toluene). Run at time 8 hour. The product is ClC1=CC=C(C=C1)NC(=O)NCCCN1C=NC=C1 (N-(4-Chlorophenyl)-N'-[3-(1H-imidazol-1-yl)propyl]urea). As a reaction SMILES: [N:1]1([CH2:6][CH2:7][CH2:8][NH2:9])[CH:5]=[CH:4][N:3]=[CH:2]1.O1CCCC1.[Cl:15][C:16]1[CH:21]=[CH:20][C:19]([N:22]=[C:23]=[O:24])=[CH:18][CH:17]=1>C1(C)C=CC=CC=1>[Cl:15][C:16]1[CH:21]=[CH:20][C:19]([NH:22][C:23]([NH:9][CH2:8][CH2:7][CH2:6][N:1]2[CH:5]=[CH:4][N:3]=[CH:2]2)=[O:24])=[CH:18][CH:17]=1. Procedure details: A 2.5 g. portion of 1H-imidazole-1-propanamine was added to 20 ml. of toluene and then 7 ml. of tetrahydrofuran was added to produce solution. A solution of 3.1 g. of distilled p-chlorophenyl isocyanate in 20 ml. of toluene was added, the mixture was stirred overnight and then evaporated to a waxy solid. This solid was triturated with ether and the resulting crystals recrystallized from chilled acetone, giving 2.3 g. of the desired product as colorless crystals, mp. 123°-125° C. Starting materials: COCCCCn1c(C(=O)N(CC(C)C)C2CNCC(C(=O)N3CCOCC3)C2)nc2ccccc21, CS(=O)(=O)O, CCCCCC, CCOC(C)=O. Product: COCCCCn1c(C(=O)N(CC(C)C)C2CNCC(C(=O)N3CCOCC3)C2)nc2ccccc21, CS(=O)(=O)O. RXN SMILES: [CH3:1][O:2][CH2:3][CH2:4][CH2:5][CH2:6][n:7]1[c:8]([C:16](=[O:17])[N:18]([CH:19]2[CH2:20][NH:21][CH2:22][CH:23]([C:25](=[O:26])[N:27]3[CH2:28][CH2:29][O:30][CH2:31][CH2:32]3)[CH2:24]2)[CH2:33][CH:34]([CH3:35])[CH3:36])[n:9][c:10]2[c:11]1[cH:12][cH:13][cH:14][cH:15]2.[CH3:37][S:38]([OH:39])(=[O:40])=[O:41].[CH3:42][CH2:43][CH2:44][CH2:45][CH2:46][CH3:47].[CH3:48][CH2:49][O:50][C:51](=[O:52])[CH3:53]>>[CH3:1][O:2][CH2:3][CH2:4][CH2:5][CH2:6][n:7]1[c:8]([C:16](=[O:17])[N:18]([CH:19]2[CH2:20][NH:21][CH2:22][CH:23]([C:25](=[O:26])[N:27]3[CH2:28][CH2:29][O:30][CH2:31][CH2:32]3)[CH2:24]2)[CH2:33][CH:34]([CH3:35])[CH3:36])[n:9][c:10]2[c:11]1[cH:12][cH:13][cH:14][cH:15]2.[CH3:37][S:38](=[O:39])(=[O:40])[OH:41].